The task is: describe an organic reaction: reactants, conditions, products, and yield. This data is from the Open Reaction Database (ORD), a public repository of structured organic reaction records. Starting materials: CCOC(=O)C.CCCCCC (EtOAc hexane), Cl.C1=CC=CC=2[NH2+]C3=C4C=CC=CC4=NC3=CC12 (quindolinium hydrochloride), [N+](=O)(O)[O-] (HNO3). Solvent: C(C)(=O)O (acetic acid). Conditions: time 24 hour. Product: [N+](=O)([O-])C=1C2=C3NC=4C=CC=CC4C=C3N=C2C=CC1 (6-nitroquindoline), [N+](=O)([O-])C=1C=CC2=C3NC=4C=CC=CC4C=C3N=C2C1 (8-nitroquindoline). As a reaction SMILES: Cl.[CH:2]1[C:18]2[CH:17]=[C:16]3[C:8](=[C:9]4[C:14](=[N:15]3)[CH:13]=[CH:12][CH:11]=[CH:10]4)[NH2+:7][C:6]=2[CH:5]=[CH:4][CH:3]=1.[N+:19]([O-:22])([OH:21])=[O:20].CCOC(C)=O.CCCCCC>C(O)(=O)C>[N+:19]([C:10]1[C:9]2[C:14]([CH:13]=[CH:12][CH:11]=1)=[N:15][C:16]1[C:8]=2[NH:7][C:6]2[CH:5]=[CH:4][CH:3]=[CH:2][C:18]=2[CH:17]=1)([O-:21])=[O:20].[N+:19]([C:12]1[CH:11]=[CH:10][C:9]2[C:14]([CH:13]=1)=[N:15][C:16]1[C:8]=2[NH:7][C:6]2[CH:5]=[CH:4][CH:3]=[CH:2][C:18]=2[CH:17]=1)([O-:22])=[O:20] |f:0.1,3.4|. Procedure: To a suspension of quindolinium hydrochloride [(3.2 g, 1.25 mmol; obtained by acidification of quindoline (example 2) with HCl)], in glacial acetic acid (100 mL) was added dropwise at 0° C. HNO3 (d 1.54, 50 mL). The reaction mixture was stirred at room temperature for 24 hours and poured into ice. The resulting precipitate was collected and washed with a saturated solution of NaHSO4, water and dried to afford 2.4 g 72.5%) of an orange solid. TLC (silica gel, EtOAc-hexane, 1:1) showed two major s... Reactants: ClC=1N2N=CC=C2N=C2C1CCCCC2 (10-chloro-6,7,8,9-tetrahydro-5H-1,4,10a-triaza-cyclohepta[f]indene), C(C1=CC=CC=C1)OC1=CC=C(C=C1)B(O)O (4-benzyloxyphenyl boronic acid), C(=O)([O-])[O-].[Na+].[Na+] (Na2CO3). The reagents and catalysts are [Pd].C1(=CC=CC=C1)P(C1=CC=CC=C1)C1=CC=CC=C1.C1(=CC=CC=C1)P(C1=CC=CC=C1)C1=CC=CC=C1.C1(=CC=CC=C1)P(C1=CC=CC=C1)C1=CC=CC=C1.C1(=CC=CC=C1)P(C1=CC=CC=C1)C1=CC=CC=C1 (tetrakis(triphenylphosphine) palladium). Run in C1(=CC=CC=C1)C (toluene). Run at temperature 80 celsius, time 8 hour. Product: C(C1=CC=CC=C1)OC1=CC=C(C=C1)C=1N2N=CC=C2N=C2C1CCCCC2 (10-(4-benzyloxy-phenyl)-6,7,8,9-tetrahydro-5H-1,4,10a-triaza-cyclohepta[f]indene). The yield is 54.1%. As a reaction SMILES: Cl[C:2]1[N:3]2[C:7]([N:8]=[C:9]3[CH2:15][CH2:14][CH2:13][CH2:12][CH2:11][C:10]=13)=[CH:6][CH:5]=[N:4]2.[CH2:16]([O:23][C:24]1[CH:29]=[CH:28][C:27](B(O)O)=[CH:26][CH:25]=1)[C:17]1[CH:22]=[CH:21][CH:20]=[CH:19][CH:18]=1.C([O-])([O-])=O.[Na+].[Na+]>C1(C)C=CC=CC=1.[Pd].C1(P(C2C=CC=CC=2)C2C=CC=CC=2)C=CC=CC=1.C1(P(C2C=CC=CC=2)C2C=CC=CC=2)C=CC=CC=1.C1(P(C2C=CC=CC=2)C2C=CC=CC=2)C=CC=CC=1.C1(P(C2C=CC=CC=2)C2C=CC=CC=2)C=CC=CC=1>[CH2:16]([O:23][C:24]1[CH:29]=[CH:28][C:27]([C:2]2[N:3]3[C:7]([N:8]=[C:9]4[CH2:15][CH2:14][CH2:13][CH2:12][CH2:11][C:10]=24)=[CH:6][CH:5]=[N:4]3)=[CH:26][CH:25]=1)[C:17]1[CH:22]=[CH:21][CH:20]=[CH:19][CH:18]=1 |f:2.3.4,6.7.8.9.10|. Procedure details: To a solution of 10-chloro-6,7,8,9-tetrahydro-5H-1,4,10a-triaza-cyclohepta[f]indene (221 mg, 1.0 mmol) in toluene (4 mL) was added 4-benzyloxyphenyl boronic acid (100 mg, 2.0 mmol), tetrakis(triphenylphosphine) palladium (5.7 mg, 0.0047 mmol), and 2M aq Na2CO3 (1.0 mL, 2.0 mmol). The reaction was flushed with argon and stirred at 80° C. overnight. The solution was cooled, followed by dilution with EtOAc (3 mL). The organic layer was washed with H2O, brine, dried over MgSO4, and concentrated. The... Reactants: C1CCOC1, COCCl, [H-], [Na+], O, COC(=O)c1cc2ccccc2cc1O. RXN SMILES: [CH2:23]1[O:24][CH2:25][CH2:26][CH2:27]1.[CH3:18][O:19][CH2:20][Cl:21].[H-:16].[Na+:17].[OH2:22].[OH:1][c:2]1[c:3]([C:12](=[O:13])[O:14][CH3:15])[cH:4][c:5]2[cH:6][cH:7][cH:8][cH:9][c:10]2[cH:11]1>>[O:1]([c:2]1[c:3]([C:12](=[O:13])[O:14][CH3:15])[cH:4][c:5]2[cH:6][cH:7][cH:8][cH:9][c:10]2[cH:11]1)[CH2:20][O:19][CH3:18]. The product is COCOc1cc2ccccc2cc1C(=O)OC. Starting materials: C(C)(=O)O (acetic acid), C(#N)[BH3-].[Na+] (sodium cyanoborohydride), O=C1N(C=CC2=CC=C(C=C12)C(=O)OC)CC=O (methyl 1-oxo-2-(2-oxoethyl)-1,2-dihydroisoquinoline-7-carboxylate), COC1=CC=C(N)C=C1 (4-methoxyaniline). Run in CO (methanol), O (water). Conditions: time 8 hour. Product: COC1=CC=C(C=C1)NCCN1C(C2=CC(=CC=C2C=C1)C(=O)OC)=O (methyl 2-{2-[(4-methoxyphenyl)amino]ethyl}-1-oxo-1,2-dihydroisoquinoline-7-carboxylate). The yield is 83.1%. RXN SMILES: [O:1]=[C:2]1[C:11]2[C:6](=[CH:7][CH:8]=[C:9]([C:12]([O:14][CH3:15])=[O:13])[CH:10]=2)[CH:5]=[CH:4][N:3]1[CH2:16][CH:17]=O.[CH3:19][O:20][C:21]1[CH:27]=[CH:26][C:24]([NH2:25])=[CH:23][CH:22]=1.C(O)(=O)C.C([BH3-])#N.[Na+]>CO.O>[CH3:19][O:20][C:21]1[CH:27]=[CH:26][C:24]([NH:25][CH2:17][CH2:16][N:3]2[CH:4]=[CH:5][C:6]3[C:11](=[CH:10][C:9]([C:12]([O:14][CH3:15])=[O:13])=[CH:8][CH:7]=3)[C:2]2=[O:1])=[CH:23][CH:22]=1 |f:3.4|. Reported procedure: A solution of methyl 1-oxo-2-(2-oxoethyl)-1,2-dihydroisoquinoline-7-carboxylate (0.10 g, 0.41 mmol) and 4-methoxyaniline (65 mg, 0.53 mmol) in methanol (2 mL) was stirred at rt for 30 mins. Then acetic acid (2.3 μL, 0.04 mmol) and sodium cyanoborohydride (64 mg, 1.0 mmol) was added and the reaction mixture was stirred at rt overnight. The mixture was diluted with water and extracted with DCM (2×). The combined organic phases were then washed with water, and brine, dried over anhydrous Na2SO4, fi... Reactants: ClCC(CC(=O)OCCS(=O)(=O)C)=O (methylsulfonylethyl 4-chloroacetoacetate), N(=O)[O-].[Na+] (sodium nitrite). Run in ice water, O (water), C(C)(=O)O (acetic acid). Run at time 30 minute. Product: ClCC(C(C(=O)OCCS(=O)(=O)C)=NO)=O (methylsulfonylethyl 4-chloro-2-hydroxyiminoacetoacetate). Isolated yield 85.0%. Reaction SMILES: [Cl:1][CH2:2][C:3](=[O:14])[CH2:4][C:5]([O:7][CH2:8][CH2:9][S:10]([CH3:13])(=[O:12])=[O:11])=[O:6].[N:15]([O-])=[O:16].[Na+]>C(O)(=O)C.O>[Cl:1][CH2:2][C:3](=[O:14])[C:4](=[N:15][OH:16])[C:5]([O:7][CH2:8][CH2:9][S:10]([CH3:13])(=[O:12])=[O:11])=[O:6] |f:1.2|. Procedure details: In 315 ml of glacial acetic acid was suspended 156.3 g (0.644 mole) of methylsulfonylethyl 4-chloroacetoacetate as obtained in Example 1. The suspension was cooled to 5° C. or below and a solution of 44.4 g (0.644 mole) of sodium nitrite in 140 ml of water was added at 0°-5° C. over a period of about 2 hours. The mixture was stirred for 30 minutes, poured in ice water and extracted with ethyl acetate. The organic layer was washed with water and dried over anhydrous sodium sulfate. The solvent wa... Reactants: O=Cc1ccc(Oc2ccc(Br)cc2)cc1, CC(=O)O[BH-](OC(C)=O)OC(C)=O, O=C([O-])O, COC(=O)c1ccc(CN(C)CC2CCCN2)cc1, CCN(C(C)C)C(C)C, CC(Cl)Cl, Cl, [Na+], [Na+]. Product: COC(=O)c1ccc(CN(C)CC2CCCN2Cc2ccc(Oc3ccc(Br)cc3)cc2)cc1. As a reaction SMILES: [Br:21][c:22]1[cH:23][cH:24][c:25]([O:26][c:27]2[cH:28][cH:29][c:30]([CH:31]=[O:32])[cH:33][cH:34]2)[cH:35][cH:36]1.[C:46]([O:47][BH-:48]([O:49][C:50](=[O:51])[CH3:52])[O:53][C:54](=[O:55])[CH3:56])(=[O:57])[CH3:58].[C:60](=[O:61])([OH:62])[O-:63].[CH3:2][N:3]([CH2:4][CH:5]1[NH:6][CH2:7][CH2:8][CH2:9]1)[CH2:10][c:11]1[cH:12][cH:13][c:14]([C:15](=[O:16])[O:17][CH3:18])[cH:19][cH:20]1.[CH:37]([N:38]([CH:39]([CH3:40])[CH3:41])[CH2:42][CH3:43])([CH3:44])[CH3:45].[Cl:65][CH:66]([Cl:67])[CH3:68].[ClH:1].[Na+:59].[Na+:64]>>[CH3:2][N:3]([CH2:4][CH:5]1[N:6]([CH2:31][c:30]2[cH:29][cH:28][c:27]([O:26][c:25]3[cH:24][cH:23][c:22]([Br:21])[cH:36][cH:35]3)[cH:34][cH:33]2)[CH2:7][CH2:8][CH2:9]1)[CH2:10][c:11]1[cH:12][cH:13][c:14]([C:15](=[O:16])[O:17][CH3:18])[cH:19][cH:20]1. The reactants are BrC1=C(N=C(S1)COC=1C=C(C=CC1)C(CC(=O)OC)C1CC1)C1=CC=C(C=C1)C(F)(F)F (methyl 3-(3-((5-bromo-4-(4-(trifluoromethyl)phenyl)thiazol-2-yl)methoxy)phenyl)-3-cyclopropylpropanoate), FC1=C(C=C(C=C1)OC)B(O)O ((2-fluoro-5-methoxyphenyl)boronic acid), C1(CCCCC1)P(C1=C(C=CC=C1)C1=C(C=CC=C1OC)OC)C1CCCCC1 (2-dicyclohexylphosphino-2′,6′-dimethoxybiphenyl), C([O-])([O-])=O.[Na+].[Na+] (sodium carbonate). Reagents/catalysts: C=1C=CC(=CC1)/C=C/C(=O)/C=C/C2=CC=CC=C2.C=1C=CC(=CC1)/C=C/C(=O)/C=C/C2=CC=CC=C2.C=1C=CC(=CC1)/C=C/C(=O)/C=C/C2=CC=CC=C2.[Pd].[Pd] (tris(dibenzylideneacetone)dipalladium(0)). Run in O (water), C1(=CC=CC=C1)C (toluene). Conditions: temperature 100 celsius, time 1 hour. Product: C1(CC1)C(CC(=O)OC)C1=CC(=CC=C1)OCC=1SC(=C(N1)C1=CC=C(C=C1)C(F)(F)F)C1=C(C=CC(=C1)OC)F (methyl 3-cyclopropyl-3-(3-((5-(2-fluoro-5-methoxyphenyl)-4-(4-(trifluoromethyl)phenyl)thiazol-2-yl)methoxy)phenyl)propanoate). Isolated yield 96.3%. Reaction SMILES: Br[C:2]1[S:6][C:5]([CH2:7][O:8][C:9]2[CH:10]=[C:11]([CH:15]([CH:21]3[CH2:23][CH2:22]3)[CH2:16][C:17]([O:19][CH3:20])=[O:18])[CH:12]=[CH:13][CH:14]=2)=[N:4][C:3]=1[C:24]1[CH:29]=[CH:28][C:27]([C:30]([F:33])([F:32])[F:31])=[CH:26][CH:25]=1.[F:34][C:35]1[CH:40]=[CH:39][C:38]([O:41][CH3:42])=[CH:37][C:36]=1B(O)O.C1(P(C2CCCCC2)C2C=CC=CC=2C2C(OC)=CC=CC=2OC)CCCCC1.C(=O)([O-])[O-].[Na+].[Na+]>C1(C)C=CC=CC=1.C1C=CC(/C=C/C(/C=C/C2C=CC=CC=2)=O)=CC=1.C1C=CC(/C=C/C(/C=C/C2C=CC=CC=2)=O)=CC=1.C1C=CC(/C=C/C(/C=C/C2C=CC=CC=2)=O)=CC=1.[Pd].[Pd].O>[CH:21]1([CH:15]([C:11]2[CH:12]=[CH:13][CH:14]=[C:9]([O:8][CH2:7][C:5]3[S:6][C:2]([C:36]4[CH:37]=[C:38]([O:41][CH3:42])[CH:39]=[CH:40][C:35]=4[F:34])=[C:3]([C:24]4[CH:29]=[CH:28][C:27]([C:30]([F:33])([F:32])[F:31])=[CH:26][CH:25]=4)[N:4]=3)[CH:10]=2)[CH2:16][C:17]([O:19][CH3:20])=[O:18])[CH2:23][CH2:22]1 |f:3.4.5,7.8.9.10.11|. Procedure details: To methyl 3-(3-((5-bromo-4-(4-(trifluoromethyl)phenyl)thiazol-2-yl)methoxy)phenyl)-3-cyclopropylpropanoate (115 mg) in toluene (10 mL) were added (2-fluoro-5-methoxyphenyl)boronic acid (108 mg), 2-dicyclohexylphosphino-2′,6′-dimethoxybiphenyl (26 mg), tris(dibenzylideneacetone)dipalladium(0) (20 mg) and 2.0 M aqueous sodium carbonate solution (0.32 mL), and the mixture was stirred at 100° C. for 1 hr. The mixture was allowed to cool to room temperature, and water was added. The reaction mixture ... Yield: 73.9%. Reported procedure: A solution of tert-butyl 4-((1R,3aS,5aR,5bR,7aR,11aS,11bR,13aR,13bR)-3a-((2-(dimethylamino)ethylamino)methyl)-5a,5b,8,8,11a-pentamethyl-1-(prop-1-en-2-yl)-2,3,3a,4,5,5a,5b,6,7,7a,8,11,11a,11b,12,13,13a,13b-octadecahydro-1H-cyclopenta[a]chrysen-9-yl)benzoate (59 mg, 0.088 mmol) in DCM (2 ml) was treated with TFA (0.6 ml, 7.6 mmol) and the mixture was stirred at rt for 12 h. The solvent was removed in vacuo to provide the title compound as a white solid (40 mg, 0.065 mmol, 74.0% yield). LCMS: m/e ... Yields the product CN(CCNC[C@]12[C@@H]([C@H]3CC[C@@H]4[C@]5(CC=C(C([C@@H]5CC[C@]4([C@@]3(CC1)C)C)(C)C)C1=CC=C(C(=O)O)C=C1)C)[C@@H](CC2)C(=C)C)C (4-((1R,3aS,5aR,5bR,7aR,11aS,11bR,13aR,13bR)-3a-((2-(dimethylamino)ethylamino)methyl)-5a,5b,8,8,11a-pentamethyl-1-(prop-1-en-2-yl)-2,3,3a,4,5,5a,5b,6,7,7a,8,11,11a,11b,12,13,13a,13b-octadecahydro-1H-cyclopenta[a]chrysen-9-yl)benzoic acid). RXN SMILES: [CH3:1][N:2]([CH3:49])[CH2:3][CH2:4][NH:5][CH2:6][C@:7]12[CH2:45][CH2:44][C@@H:43]([C:46]([CH3:48])=[CH2:47])[C@@H:8]1[C@@H:9]1[C@@:22]([CH3:25])([CH2:23][CH2:24]2)[C@@:21]2([CH3:26])[C@@H:12]([C@:13]3([CH3:42])[C@@H:18]([CH2:19][CH2:20]2)[C:17]([CH3:28])([CH3:27])[C:16]([C:29]2[CH:41]=[CH:40][C:32]([C:33]([O:35]C(C)(C)C)=[O:34])=[CH:31][CH:30]=2)=[CH:15][CH2:14]3)[CH2:11][CH2:10]1.C(O)(C(F)(F)F)=O>C(Cl)Cl>[CH3:49][N:2]([CH3:1])[CH2:3][CH2:4][NH:5][CH2:6][C@:7]12[CH2:45][CH2:44][C@@H:43]([C:46]([CH3:48])=[CH2:47])[C@@H:8]1[C@@H:9]1[C@@:22]([CH3:25])([CH2:23][CH2:24]2)[C@@:21]2([CH3:26])[C@@H:12]([C@:13]3([CH3:42])[C@@H:18]([CH2:19][CH2:20]2)[C:17]([CH3:28])([CH3:27])[C:16]([C:29]2[CH:30]=[CH:31][C:32]([C:33]([OH:35])=[O:34])=[CH:40][CH:41]=2)=[CH:15][CH2:14]3)[CH2:11][CH2:10]1. Starting materials: CN(CCNC[C@]12[C@@H]([C@H]3CC[C@@H]4[C@]5(CC=C(C([C@@H]5CC[C@]4([C@@]3(CC1)C)C)(C)C)C1=CC=C(C(=O)OC(C)(C)C)C=C1)C)[C@@H](CC2)C(=C)C)C (tert-butyl 4-((1R,3aS,5aR,5bR,7aR,11aS,11bR,13aR,13bR)-3a-((2-(dimethylamino)ethylamino)methyl)-5a,5b,8,8,11a-pentamethyl-1-(prop-1-en-2-yl)-2,3,3a,4,5,5a,5b,6,7,7a,8,11,11a,11b,12,13,13a,13b-octadecahydro-1H-cyclopenta[a]chrysen-9-yl)benzoate), C(=O)(C(F)(F)F)O (TFA). Reaction conditions: time 12 hour. Solvent: C(Cl)Cl (DCM). The reactants are C1(=CC=CC=C1)N1N=NN=C1C1CCN(CC1)C(=O)OC(C)(C)C (tert-butyl 4-(1-phenyl-1H-tetrazol-5-yl)piperidine-1-carboxylate), Cl (HCl), FC1=C2C(=C(N=C1)N1N=NC=C1)NC=C2C(C(=O)O)=O (2-(4-fluoro-7-(1H-1,2,3-triazol-1-yl)-1H-pyrrolo[2,3-c]pyridin-3-yl)-2-oxoacetic acid), CN1CCOCC1 (N-methylmorpholine), CN(C)C(=[N+](C)C)ON1C2=C(C=CC=C2)N=N1.[B-](F)(F)(F)F (TBTU). Run in O1CCOCC1 (1,4-dioxane), O1CCOCC1 (1,4-dioxane). Reaction conditions: temperature 25 celsius, time 16 hour. The product is FC1=C2C(=C(N=C1)N1N=NC=C1)NC=C2C(C(=O)N2CCC(CC2)C2=NN=NN2C2=CC=CC=C2)=O (1-(4-fluoro-7-(1H-1,2,3-triazol-1-yl)-1H-pyrrolo[2,3-c]pyridin-3-yl)-2-(4-(1-phenyl-1H-tetrazol-5-yl)piperidin-1-yl)ethane-1,2-dione). The yield is 58.4%. As a reaction SMILES: [C:1]1([N:7]2[C:11]([CH:12]3[CH2:17][CH2:16][N:15]([C:18]([O:20]C(C)(C)C)=O)[CH2:14][CH2:13]3)=[N:10][N:9]=[N:8]2)[CH:6]=[CH:5][CH:4]=[CH:3][CH:2]=1.Cl.[F:26][C:27]1[CH:32]=[N:31][C:30]([N:33]2[CH:37]=[CH:36][N:35]=[N:34]2)=[C:29]2[NH:38][CH:39]=[C:40]([C:41](=[O:45])C(O)=O)[C:28]=12.CN1CCOCC1.CN(C(ON1N=NC2C=CC=CC1=2)=[N+](C)C)C.[B-](F)(F)(F)F>O1CCOCC1>[F:26][C:27]1[CH:32]=[N:31][C:30]([N:33]2[CH:37]=[CH:36][N:35]=[N:34]2)=[C:29]2[NH:38][CH:39]=[C:40]([C:41](=[O:45])[C:18]([N:15]3[CH2:14][CH2:13][CH:12]([C:11]4[N:7]([C:1]5[CH:2]=[CH:3][CH:4]=[CH:5][CH:6]=5)[N:8]=[N:9][N:10]=4)[CH2:17][CH2:16]3)=[O:20])[C:28]=12 |f:4.5|. Procedure: Part C: To a solution of tert-butyl 4-(1-phenyl-1H-tetrazol-5-yl)piperidine-1-carboxylate (0.165 g, 0.50 mmol) in 1,4-dioxane (10 mL) at 25° C. was added 4.00 N HCl in 1,4-dioxane (10 mL), and the mixture was stirred at 25° C. for 16 h. The mixture then was concentrated under vacuum. The resulting solids were dissolved in DMF (10 mL). To this solution was added sequentially 2-(4-fluoro-7-(1H-1,2,3-triazol-1-yl)-1H-pyrrolo[2,3-c]pyridin-3-yl)-2-oxoacetic acid (0.137 g, 0.50 mmol), N-methylmorphol... The reactants are Cl (hydrogen chloride), CCOCC (ether), C(C(C)C)(=O)NC1=CC=C(C=C1)C1=C(C2=C(N(C=C(C2=O)S(=O)C(C)C)CC2=C(C=CC=C2F)F)S1)CN(C)CC1=CC=CC=C1 (4,7-dihydro-2-(4-isobutyrylaminophenyl)-3-(N-benzyl-N-methylaminomethyl)-5-isopropylsulfinyl-7-(2,6-difluorobenzyl)-4-oxothieno[2,3-b]pyridine). Run in ClCCl (dichloromethane). Run at time 30 minute. Product: Cl.C(C(C)C)(=O)NC1=CC=C(C=C1)C1=C(C2=C(N(C=C(C2=O)S(=O)C(C)C)CC2=C(C=CC=C2F)F)S1)CN(C)CC1=CC=CC=C1 (4,7-dihydro-2-(4-isobutyrylaminophenyl)-3-(N-benzyl-N-methylaminomethyl)-5-isopropylsulfinyl-7-(2,6-difluorobenzyl)-4-oxothieno[2,3-b]pyridine hydrochloride). Yield: 77.0%. As a reaction SMILES: [C:1]([NH:6][C:7]1[CH:12]=[CH:11][C:10]([C:13]2[S:36][C:16]3[N:17]([CH2:27][C:28]4[C:33]([F:34])=[CH:32][CH:31]=[CH:30][C:29]=4[F:35])[CH:18]=[C:19]([S:22]([CH:24]([CH3:26])[CH3:25])=[O:23])[C:20](=[O:21])[C:15]=3[C:14]=2[CH2:37][N:38]([CH2:40][C:41]2[CH:46]=[CH:45][CH:44]=[CH:43][CH:42]=2)[CH3:39])=[CH:9][CH:8]=1)(=[O:5])[CH:2]([CH3:4])[CH3:3].[ClH:47].CCOCC>ClCCl>[ClH:47].[C:1]([NH:6][C:7]1[CH:8]=[CH:9][C:10]([C:13]2[S:36][C:16]3[N:17]([CH2:27][C:28]4[C:33]([F:34])=[CH:32][CH:31]=[CH:30][C:29]=4[F:35])[CH:18]=[C:19]([S:22]([CH:24]([CH3:26])[CH3:25])=[O:23])[C:20](=[O:21])[C:15]=3[C:14]=2[CH2:37][N:38]([CH2:40][C:41]2[CH:46]=[CH:45][CH:44]=[CH:43][CH:42]=2)[CH3:39])=[CH:11][CH:12]=1)(=[O:5])[CH:2]([CH3:3])[CH3:4] |f:4.5|. Procedure: The compound (0.35 g, 0.53 mmol) obtained in Example 21 was dissolved in dichloromethane (5 ml). To the solution was added 1M hydrogen chloride in ether (1.06 ml, 1.06 mmol) under ice-cooling. The mixture was stirred for 30 minutes, the solvent was distilled off under reduced pressure. Thus obtained residue was recrystallized from dichloromethane-n-hexane to give pale yellow crystals (0.30 g, 77%).